Dataset: the Open Reaction Database (ORD), a public repository of structured organic reaction records. Task: describe an organic reaction: reactants, conditions, products, and yield Starting materials: FC=1C=2N(C=CC1C(F)(F)F)C=CN2 (8-Fluoro-7-trifluoromethylimidazo[1,2-α]pyridine), BrC=1C=CC(=C(C1)C=1C(=CC=CC1F)C#N)F (5′-bromo-6,2′-difluorobiphenyl-2-carbonitrile). Yields the product FC=1C=CC=C(C1C1=C(C=CC(=C1)C1=CN=C2N1C=CC(=C2F)C(F)(F)F)F)C#N (6,2′-difluoro-5′-(8-fluoro-7-trifluoromethylimidazo[1,2-α]pyridin-3-yl)-biphenyl-2-carbonitrile). The yield is 31.2%. As a reaction SMILES: [F:1][C:2]1[C:3]2[N:4]([CH:12]=[CH:13][N:14]=2)[CH:5]=[CH:6][C:7]=1[C:8]([F:11])([F:10])[F:9].Br[C:16]1[CH:17]=[CH:18][C:19]([F:31])=[C:20]([C:22]2[C:23]([C:29]#[N:30])=[CH:24][CH:25]=[CH:26][C:27]=2[F:28])[CH:21]=1>>[F:28][C:27]1[CH:26]=[CH:25][CH:24]=[C:23]([C:29]#[N:30])[C:22]=1[C:20]1[CH:21]=[C:16]([C:12]2[N:4]3[CH:5]=[CH:6][C:7]([C:8]([F:9])([F:10])[F:11])=[C:2]([F:1])[C:3]3=[N:14][CH:13]=2)[CH:17]=[CH:18][C:19]=1[F:31]. Procedure: 8-Fluoro-7-trifluoromethylimidazo[1,2-α]pyridine (102 mg, 0.5 mmol) and 5′-bromo-6,2′-difluorobiphenyl-2-carbonitrile (221 mg, 0.75 mmol) were coupled following the procedure given in Example 6 to afford 6,2′-difluoro-5′-(8-fluoro-7-trifluoromethylimidazo[1,2-α]pyridin-3-yl)-biphenyl-2-carbonitrile (65 mg, 31%) as a white solid: δH (360 MHz, CDCl3) 6.99 (1H, dd, J 7 and 6), 7.41-7.51 (2H, m), 7.54-7.60 (1H, m), 7.62-7.69 (3H, m), 7.87 (1H, s), 8.33 (1H, d, J 7); m/z (ES+) 418 (100%, [MH]+). Yields the product Clc1c[nH]nc1-c1cc(Br)cc(Br)c1. Reaction SMILES: [Br:1][c:2]1[cH:3][c:4](-[c:9]2[n:10][nH:11][cH:12][cH:13]2)[cH:5][c:6]([Br:8])[cH:7]1.[Cl:25][CH2:26][CH2:27][Cl:28].[S:20]([Cl:21])(=[O:22])([Cl:23])=[O:24].[cH:14]1[cH:15][cH:16][n:17][cH:18][cH:19]1>>[Br:1][c:2]1[cH:3][c:4](-[c:9]2[n:10][nH:11][cH:12][c:13]2[Cl:23])[cH:5][c:6]([Br:8])[cH:7]1. Reactants: Brc1cc(Br)cc(-c2cc[nH]n2)c1, ClCCCl, O=S(=O)(Cl)Cl, c1ccncc1. The reactants are ClC1=NN=C(C2=CC=C(C=C12)C)C1=CC=C(C=C1)OC (1-chloro-4-(4-methoxyphenyl)-7-methylphthalazine), NC1CCN(CC1)CC1=CC2=CC=CC=C2C=C1 (4-amino-1-(naphthalen-2-ylmethyl)piperidine). Product: COC1=CC=C(C=C1)C1=NN=C(C2=CC(=CC=C12)C)NC1CCN(CC1)CC1=CC2=CC=CC=C2C=C1 (4-(4-methoxyphenyl)-7-methyl-N-[1-(naphthalen-2-ylmethyl)piperidin-4-yl]phthalazin-1-amine). As a reaction SMILES: Cl[C:2]1[C:11]2[C:6](=[CH:7][CH:8]=[C:9]([CH3:12])[CH:10]=2)[C:5]([C:13]2[CH:18]=[CH:17][C:16]([O:19][CH3:20])=[CH:15][CH:14]=2)=[N:4][N:3]=1.[NH2:21][CH:22]1[CH2:27][CH2:26][N:25]([CH2:28][C:29]2[CH:38]=[CH:37][C:36]3[C:31](=[CH:32][CH:33]=[CH:34][CH:35]=3)[CH:30]=2)[CH2:24][CH2:23]1>>[CH3:20][O:19][C:16]1[CH:17]=[CH:18][C:13]([C:5]2[C:6]3[C:11](=[CH:10][C:9]([CH3:12])=[CH:8][CH:7]=3)[C:2]([NH:21][CH:22]3[CH2:23][CH2:24][N:25]([CH2:28][C:29]4[CH:38]=[CH:37][C:36]5[C:31](=[CH:32][CH:33]=[CH:34][CH:35]=5)[CH:30]=4)[CH2:26][CH2:27]3)=[N:3][N:4]=2)=[CH:14][CH:15]=1. Procedure details: This compound is obtained according to the procedure described in 1.4. by reacting 1-chloro-4-(4-methoxyphenyl)-7-methylphthalazine with 4-amino-1-(naphthalen-2-ylmethyl)piperidine. The reactants are COc1ccc(NC(=O)C2CCCc3c(OCc4ccccc4)cccc32)cc1, Cc1nc(CCl)cs1. Product: COc1ccc(N(Cc2csc(C)n2)C(=O)C2CCCc3c(OCc4ccccc4)cccc32)cc1. Reaction SMILES: [CH2:1]([c:2]1[cH:3][cH:4][cH:5][cH:6][cH:7]1)[O:8][c:9]1[c:10]2[c:15]([cH:16][cH:17][cH:18]1)[CH:14]([C:19](=[O:20])[NH:21][c:22]1[cH:23][cH:24][c:25]([O:28][CH3:29])[cH:26][cH:27]1)[CH2:13][CH2:12][CH2:11]2.[Cl:30][CH2:31][c:32]1[n:33][c:34]([CH3:37])[s:35][cH:36]1>>[CH2:1]([c:2]1[cH:3][cH:4][cH:5][cH:6][cH:7]1)[O:8][c:9]1[c:10]2[c:15]([cH:16][cH:17][cH:18]1)[CH:14]([C:19](=[O:20])[N:21]([c:22]1[cH:23][cH:24][c:25]([O:28][CH3:29])[cH:26][cH:27]1)[CH2:31][c:32]1[n:33][c:34]([CH3:37])[s:35][cH:36]1)[CH2:13][CH2:12][CH2:11]2. Starting materials: Br, CCc1cccc(Cl)c1C(=O)O, Clc1ccccc1, [Na+], [Na+], O=S([O-])([O-])=S. The product is CC1OC(=O)c2c(Cl)cccc21. RXN SMILES: [Br:13].[Cl:1][c:2]1[c:3]([C:4](=[O:5])[OH:6])[c:7]([CH2:11][CH3:12])[cH:8][cH:9][cH:10]1.[Cl:21][c:22]1[cH:23][cH:24][cH:25][cH:26][cH:27]1.[Na+:19].[Na+:20].[S:14]([O-:15])([O-:16])(=[O:17])=[S:18]>>[Cl:1][c:2]1[c:3]2[c:7]([cH:8][cH:9][cH:10]1)[CH:11]([CH3:12])[O:5][C:4]2=[O:6]. Reactants: O (water), O1C(CCCC1)OCCCBr (3-bromopropyl 2-tetrahydropyranyl ether), C([O-])([O-])=O.[K+].[K+] (potassium carbonate), ClC=1C=C(CNC2=NNC(C3=CC=C(C=C23)C#N)=O)C=CC1OC (4-(3-Chloro-4-methoxybenzyl)amino-6-cyano-1(2H)-phthalazinone). Run in CN1C(CCC1)=O (N-methyl-2-pyrrolidinone). Conditions: temperature 50 celsius, time 4 hour. Yields the product ClC=1C=C(CNC2=NN(C(C3=CC=C(C=C23)C#N)=O)CCCOC2OCCCC2)C=CC1OC (4-(3-Chloro-4-methoxybenzyl)amino-6-cyano-2-[3-(tetrahydropyran-2-yloxy)propyl]-1(2H)-phthalazinone). Yield: 70.6%. RXN SMILES: [Cl:1][C:2]1[CH:3]=[C:4]([CH:20]=[CH:21][C:22]=1[O:23][CH3:24])[CH2:5][NH:6][C:7]1[C:16]2[C:11](=[CH:12][CH:13]=[C:14]([C:17]#[N:18])[CH:15]=2)[C:10](=[O:19])[NH:9][N:8]=1.[O:25]1[CH2:30][CH2:29][CH2:28][CH2:27][CH:26]1[O:31][CH2:32][CH2:33][CH2:34]Br.C(=O)([O-])[O-].[K+].[K+].O>CN1CCCC1=O>[Cl:1][C:2]1[CH:3]=[C:4]([CH:20]=[CH:21][C:22]=1[O:23][CH3:24])[CH2:5][NH:6][C:7]1[C:16]2[C:11](=[CH:12][CH:13]=[C:14]([C:17]#[N:18])[CH:15]=2)[C:10](=[O:19])[N:9]([CH2:34][CH2:33][CH2:32][O:31][CH:26]2[CH2:27][CH2:28][CH2:29][CH2:30][O:25]2)[N:8]=1 |f:2.3.4|. Procedure: 4-(3-Chloro-4-methoxybenzyl)amino-6-cyano-1(2H)-phthalazinone (0.20 g) prepared in Example 21 was dissolved in 5 ml of N-methyl-2-pyrrolidinone, followed by the addition of 0.24 g of 3-bromopropyl 2-tetrahydropyranyl ether and 0.24 g of potassium carbonate. The obtained mixture was stirred at 50° C. for 4 hours and poured into water, followed by extraction with ethyl acetate. The organic phase was washed with water twice and with a saturated aqueous solution of common salt, dried over anhydrous ...